This data is from the Open Reaction Database (ORD), a public repository of structured organic reaction records. The task is: describe an organic reaction: reactants, conditions, products, and yield The reactants are C(C)(C)N=C=O (isopropyl isocyanate), C(C)(C)N=C=O (isopropyl isocyanate), C(C)(C)N=C=O (isopropyl isocyanate), NCCCCN1C(=NC=2C(=NC=3C=C(C=CC3C21)Br)N)CCC (1-(4-aminobutyl)-7-bromo-2-propyl-1H-imidazo[4,5-c]quinolin-4-amine). Solvent: C(Cl)(Cl)Cl (chloroform), C(Cl)(Cl)Cl (chloroform), C(Cl)(Cl)Cl (chloroform). Conditions: temperature 0 celsius, time 1 hour. Product: NC1=NC=2C=C(C=CC2C2=C1N=C(N2CCCCNC(=O)NC(C)C)CCC)Br (N-{4-[4-amino-7-bromo-2-propyl-1H-imidazo[4,5-c]quinolin-1-yl]butyl}-N′-(1-methylethyl)urea). Isolated yield 81.4%. RXN SMILES: [NH2:1][CH2:2][CH2:3][CH2:4][CH2:5][N:6]1[C:18]2[C:17]3[CH:16]=[CH:15][C:14]([Br:19])=[CH:13][C:12]=3[N:11]=[C:10]([NH2:20])[C:9]=2[N:8]=[C:7]1[CH2:21][CH2:22][CH3:23].[CH:24]([N:27]=[C:28]=[O:29])([CH3:26])[CH3:25]>C(Cl)(Cl)Cl>[NH2:20][C:10]1[C:9]2[N:8]=[C:7]([CH2:21][CH2:22][CH3:23])[N:6]([CH2:5][CH2:4][CH2:3][CH2:2][NH:1][C:28]([NH:27][CH:24]([CH3:26])[CH3:25])=[O:29])[C:18]=2[C:17]2[CH:16]=[CH:15][C:14]([Br:19])=[CH:13][C:12]=2[N:11]=1. Procedure details: A suspension of 1-(4-aminobutyl)-7-bromo-2-propyl-1H-imidazo[4,5-c]quinolin-4-amine (2.00 g, 5.3 mmol) in chloroform (20 mL) was cooled to 0° C., and a solution of isopropyl isocyanate (5.3 mmol) in chloroform (3 mL/g) was added slowly over a period of eight minutes. After one hour, additional isopropyl isocyanate (0.53 mmol) in chloroform was added. Additional isopropyl isocyanate (2.15 mmol) was added again after an additional 2.5 hours. A precipitate was present and was isolated by filtration... The reactants are C=CCOCCc1ccc(OCC(O)CNC(C)C)cc1, CC[Zn]CC, Cc1ccccc1, [Cl-], ICI, [NH4+]. Yields the product CC(C)NCC(O)COc1ccc(CCOCC2CC2)cc1. As a reaction SMILES: [CH2:1]([CH:2]=[CH2:3])[O:4][CH2:5][CH2:6][c:7]1[cH:8][cH:9][c:10]([O:11][CH2:12][CH:13]([CH2:14][NH:15][CH:16]([CH3:17])[CH3:18])[OH:19])[cH:20][cH:21]1.[CH3:22][CH2:23][Zn:24][CH2:25][CH3:26].[CH3:32][c:33]1[cH:34][cH:35][cH:36][cH:37][cH:38]1.[Cl-:30].[I:27][CH2:28][I:29].[NH4+:31]>>[CH2:1]([CH:2]1[CH2:3][CH2:22]1)[O:4][CH2:5][CH2:6][c:7]1[cH:8][cH:9][c:10]([O:11][CH2:12][CH:13]([CH2:14][NH:15][CH:16]([CH3:17])[CH3:18])[OH:19])[cH:20][cH:21]1.